Dataset: the Open Reaction Database (ORD), a public repository of structured organic reaction records. Task: describe an organic reaction: reactants, conditions, products, and yield The yield is 36.2%. The solvent is O1CCOCC1 (dioxane), COCCO (2-methoxyethanol). As a reaction SMILES: Cl[C:2]1[N:7]=[C:6]([NH:8][C@@H:9]2[CH2:14][CH2:13][CH2:12][CH2:11][C@H:10]2[NH:15][C:16](=[O:18])[CH3:17])[C:5]([Cl:19])=[CH:4][N:3]=1.[NH2:20][C:21]1[CH:34]=[CH:33][C:24]2[NH:25][C:26](=[O:32])[CH2:27][CH2:28][C:29]([CH3:31])([CH3:30])[C:23]=2[CH:22]=1.Cl>O1CCOCC1.COCCO>[Cl:19][C:5]1[C:6]([NH:8][C@@H:9]2[CH2:14][CH2:13][CH2:12][CH2:11][C@H:10]2[NH:15][C:16](=[O:18])[CH3:17])=[N:7][C:2]([NH:20][C:21]2[CH:34]=[CH:33][C:24]3[NH:25][C:26](=[O:32])[CH2:27][CH2:28][C:29]([CH3:31])([CH3:30])[C:23]=3[CH:22]=2)=[N:3][CH:4]=1. Reported procedure: Combined N-[(1R,2R)-2-(2,5-Dichloro-pyrimidin-4-ylamino)-cyclohexyl]-acetamide (96 mg, 0.317 mmol), 7-Amino-5,5-dimethyl-1,3,4,5-tetrahydro-benzo[b]azepin-2-one (81 mg, 0.397 mmol), 4 N HCl in dioxane (100 ul) and 2-methoxyethanol (4 mL). Heated reaction to 120° C. for 7 hours. Evaporated off solvent and purified with normal phase chromatography eluting with 97/3/1 CH2Cl2/MeOH/NH4OH to yield an off-white solid, N-{(1R,2R)-2-[5-Chloro-2-(5,5-dimethyl-2-oxo-2,3,4,5-tetrahydro-1H-benzo[b]azepin-7-y... Reactants: ClC1=NC=C(C(=N1)N[C@H]1[C@@H](CCCC1)NC(C)=O)Cl (N-[(1R,2R)-2-(2,5-Dichloro-pyrimidin-4-ylamino)-cyclohexyl]-acetamide), NC1=CC2=C(NC(CCC2(C)C)=O)C=C1 (7-Amino-5,5-dimethyl-1,3,4,5-tetrahydro-benzo[b]azepin-2-one), Cl (HCl). Yields the product ClC=1C(=NC(=NC1)NC1=CC2=C(NC(CCC2(C)C)=O)C=C1)N[C@H]1[C@@H](CCCC1)NC(C)=O (N-{(1R,2R)-2-[5-Chloro-2-(5,5-dimethyl-2-oxo-2,3,4,5-tetrahydro-1H-benzo[b]azepin-7-ylamino)-pyrimidin-4-ylamino]-cyclohexyl}-acetamide). The reactants are COc1ccc(C=O)cc1OC, ClCCl, O=C(O)C(F)(F)F, NCCc1c[nH]c2ccccc12, [Na+], O=C([O-])O, O. Yields the product COc1ccc(C2NCCc3c2[nH]c2ccccc32)cc1OC. As a reaction SMILES: [CH3:13][O:14][c:15]1[cH:16][c:17]([CH:18]=[O:19])[cH:20][cH:21][c:22]1[O:23][CH3:24].[Cl:37][CH2:38][Cl:39].[F:25][C:26]([F:27])([F:28])[C:29]([OH:30])=[O:31].[NH2:1][CH2:2][CH2:3][c:4]1[cH:5][nH:6][c:7]2[cH:8][cH:9][cH:10][cH:11][c:12]12.[Na+:36].[O-:32][C:33]([OH:34])=[O:35].[OH2:40]>>[NH:1]1[CH2:2][CH2:3][c:4]2[c:5]([nH:6][c:7]3[cH:8][cH:9][cH:10][cH:11][c:12]23)[CH:18]1[c:17]1[cH:16][c:15]([O:14][CH3:13])[c:22]([O:23][CH3:24])[cH:21][cH:20]1. Starting materials: COC(C1=CC=C(C(=O)O)C=C1)=O (terphthalic acid monomethyl ester), OC(C(C)=O)C (3-hydroxy-butane-2-one), N1=CC=CC=C1 (pyridine), CCN=C=NCCCN(C)C.Cl (EDCl), Cl (HCl). The reagents and catalysts are CN(C1=CC=NC=C1)C (4-dimethylamino pyridine). The solvent is CN(C)C=O (DMF). Product: CC(C(C)=O)OC(C1=CC=C(C(=O)OC)C=C1)=O (Terephthalic acid 1-methyl ester 4-(1-methyl-2-oxo-propyl) ester). As a reaction SMILES: [CH3:1][O:2][C:3](=[O:13])[C:4]1[CH:12]=[CH:11][C:7]([C:8](O)=[O:9])=[CH:6][CH:5]=1.[OH:14][CH:15]([CH3:19])[C:16](=[O:18])[CH3:17].N1C=CC=CC=1.CCN=C=NCCCN(C)C.Cl.Cl>CN(C)C1C=CN=CC=1.CN(C=O)C>[CH3:19][CH:15]([O:14][C:8](=[O:9])[C:7]1[CH:6]=[CH:5][C:4]([C:3]([O:2][CH3:1])=[O:13])=[CH:12][CH:11]=1)[C:16](=[O:18])[CH3:17] |f:3.4|. Procedure: A mixture of terphthalic acid monomethyl ester (1.0 g, 5 mmol), 3-hydroxy-butane-2-one (0.531 g, 6.8 mmol), 4-dimethylamino pyridine (1.27 g, 10 mmol), pyridine (0.79 g, 10 mmol) and EDCl.HCl (1.6 g, 8 mmol) was stirred in dry DMF (10 mL) over night under nitrogen atmosphere. The reaction mixture was poured into ice cold water and extracted with ethyl acetate (100 mL×2). The combined organic layers were washed with water (50 mL×2) and with brine, then dried over anhydrous sodium sulphate and con... The product is ClC(C)Cl (1,1-dichloroethane), ClC(C)(Cl)Cl (1,1,1-trichloroethane). The reactants are C(Cl)(Cl)(Cl)Cl (CCl4), O(Cl)Cl (Cl2O), ClCC (1-chloroethane). Procedure details: Kochanny et al., in U.S. Pat. No. 3,872,176, disclose reaction of Cl2O with 1-chloroethane alone or in CCl4 at 0° to 40° C. to give predominantly 1,1-dichloroethane and 1,1,1-trichloroethane; As a reaction SMILES: O(Cl)Cl.[Cl:4][CH2:5][CH3:6].[C:7]([Cl:11])(Cl)([Cl:9])[Cl:8]>>[Cl:4][CH:5]([Cl:8])[CH3:6].[Cl:8][C:7]([Cl:11])([Cl:9])[CH3:5]. The reactants are 1A, C(C=1C(N)=CC=CC1)(=O)O (anthranilic acid), COC1=CC=C(C2=CC=CC=C12)C=O (4-methoxy-1-naphthaldehyde). Yields the product COC1=CC=C(C2=CC=CC=C12)CNC1=C(C(=O)O)C=CC=C1 (2-[(4-Methoxy-naphthalen-1-ylmethyl)-amino]-benzoic acid). As a reaction SMILES: [C:1]([OH:10])(=[O:9])[C:2]1[C:3](=[CH:5][CH:6]=[CH:7][CH:8]=1)[NH2:4].[CH3:11][O:12][C:13]1[C:22]2[C:17](=[CH:18][CH:19]=[CH:20][CH:21]=2)[C:16]([CH:23]=O)=[CH:15][CH:14]=1>>[CH3:11][O:12][C:13]1[C:22]2[C:17](=[CH:18][CH:19]=[CH:20][CH:21]=2)[C:16]([CH2:23][NH:4][C:3]2[CH:5]=[CH:6][CH:7]=[CH:8][C:2]=2[C:1]([OH:10])=[O:9])=[CH:15][CH:14]=1. Procedure: Prepared by a similar procedure as described for preparation 1A, starting from anthranilic acid and 4-methoxy-1-naphthaldehyde (Aldrich). 13C-NMR (DMSO-d6) δ 169.9, 154.4, 150.7, 134.4, 131.8, 131.6, 126.7, 125.8, 125.7, 125.2, 125.1, 123.3, 122.0, 114.4, 111.6, 110.1, 103.7, 55.4, 43.9. Reactants: [Al+3], O=C1NCC2(CCN(Cc3ccccc3)CC2)O1, [H-], [H-], [H-], [H-], [Li+], [Na+], C1CCOC1, [OH-], O. Product: CNCC1(O)CCN(Cc2ccccc2)CC1. Reaction SMILES: [Al+3:2].[CH2:7]([c:8]1[cH:9][cH:10][cH:11][cH:12][cH:13]1)[N:14]1[CH2:15][CH2:16][C:17]2([CH2:18][NH:19][C:20](=[O:22])[O:21]2)[CH2:23][CH2:24]1.[H-:1].[H-:4].[H-:5].[H-:6].[Li+:3].[Na+:27].[O:28]1[CH2:29][CH2:30][CH2:31][CH2:32]1.[OH-:26].[OH2:25]>>[CH2:7]([c:8]1[cH:9][cH:10][cH:11][cH:12][cH:13]1)[N:14]1[CH2:15][CH2:16][C:17]([CH2:18][NH:19][CH3:20])([OH:21])[CH2:23][CH2:24]1. The reactants are COC1=NC=NC=C1[N+](=O)[O-] (4-methoxy-5-nitropyrimidine). The reagents and catalysts are [Ni] (Raney nickel). Run in CO (methanol). Product: NC=1C(=NC=NC1)OC (5-amino-4-methoxypyrimidine). Yield: 99.2%. RXN SMILES: [CH3:1][O:2][C:3]1[C:8]([N+:9]([O-])=O)=[CH:7][N:6]=[CH:5][N:4]=1>CO.[Ni]>[NH2:9][C:8]1[C:3]([O:2][CH3:1])=[N:4][CH:5]=[N:6][CH:7]=1. Procedure details: 10 g 4-methoxy-5-nitropyrimidine in 500 ml methanol are hydrated for 2.5 hours at 2 bar in the presence of 4.5 g Raney nickel. After filtration, the solution is concentrated. 8.0 g 5-amino-4-methoxypyrimidine having a melting point of 71° to 74° C. are obtained.